describe an organic reaction: reactants, conditions, products, and yield From a dataset of the Open Reaction Database (ORD), a public repository of structured organic reaction records. Reactants: CC1(CNCC2=CC(=CC=C12)[N+](=O)[O-])C (4,4-dimethyl-7-nitro-1,2,3,4-tetrahydro-isoquinoline), CCN(C(C)C)C(C)C (DIEA), CC(=O)OC(=O)C (Ac2O). The reagents and catalysts are CN(C1=CC=NC=C1)C (4-(dimethylamino)pyridine). Solvent: C(Cl)Cl (CH2Cl2). Conditions: time 2 day. Product: CC1(CN(CC2=CC(=CC=C12)[N+](=O)[O-])C(C)=O)C (1-(4,4-Dimethyl-7-nitro-3,4-dihydro-1H-isoquinolin-2-yl)-ethanone). As a reaction SMILES: [CH3:1][C:2]1([CH3:15])[C:11]2[C:6](=[CH:7][C:8]([N+:12]([O-:14])=[O:13])=[CH:9][CH:10]=2)[CH2:5][NH:4][CH2:3]1.CCN(C(C)C)C(C)C.[CH3:25][C:26](OC(C)=O)=[O:27]>CN(C)C1C=CN=CC=1.C(Cl)Cl>[CH3:1][C:2]1([CH3:15])[C:11]2[C:6](=[CH:7][C:8]([N+:12]([O-:14])=[O:13])=[CH:9][CH:10]=2)[CH2:5][N:4]([C:26](=[O:27])[CH3:25])[CH2:3]1. Reported procedure: A mixture of 4-(dimethylamino)pyridine (0.125 g, 1.02 mmol), 4,4-dimethyl-7-nitro-1,2,3,4-tetrahydro-isoquinoline (0.21 g, 1.02 mmol), DIEA (0.53 mL, 3.06 mmol), and Ac2O (0.19 mL, 2.04 mmol) in 7 mL of CH2Cl2 was stirred at RT under N2 for two days. The volatiles were removed under vacuum. The residue was partitioned between EtOAc and brine, and the organic portion was dried with Na2SO4, filtered, and concentrated. The crude material was purified by flash column chromatography (2-3% MeOH in CH2... Starting materials: C(C)(C)C1=C(C(=CC(=C1)C(C)C)C(C)C)S (2,4,6-triisopropylthiophenol), CC[O-].[Na+] (NaOEt), C(C)OC(CBr)OCC (Bromoacetaldehyde diethylacetal), Na thiolate, Na, Cl (HCl). Run in O (H2O), C(C)O (ethanol), CC(=O)C (acetone). Reaction conditions: time 5 minute. Yields the product C(C)(C)C1=C(C(=CC(=C1)C(C)C)C(C)C)SCC=O ((2,4,6-Triisopropylphenylthio)acetaldehyde). RXN SMILES: [CH:1]([C:4]1[CH:9]=[C:8]([CH:10]([CH3:12])[CH3:11])[CH:7]=[C:6]([CH:13]([CH3:15])[CH3:14])[C:5]=1[SH:16])([CH3:3])[CH3:2].[CH3:17][CH2:18][O-:19].[Na+].C(OC(OCC)CBr)C.Cl>CC(C)=O.O.C(O)C>[CH:13]([C:6]1[CH:7]=[C:8]([CH:10]([CH3:12])[CH3:11])[CH:9]=[C:4]([CH:1]([CH3:3])[CH3:2])[C:5]=1[S:16][CH2:17][CH:18]=[O:19])([CH3:15])[CH3:14] |f:1.2|. Procedure: Na (0.35 g, 15 mmol) was added in small pieces under Ar to dry ethanol (7 mL). A solution of 2,4,6-triisopropylthiophenol (3.55 g, 15 mmol) was added to the solution of NaOEt and the resulting mixture stirred for 5 min at RT. Bromoacetaldehyde diethylacetal (2.5 mL, 16.5 mmol, Aldrich) was added dropwise to the solution of Na thiolate and the resulting mixture refluxed for 2 h. After that, it was poured into H2O (100 mL), extracted with CH2Cl2 (3×50 mL), the extracts dried (MgSO4), filtered and ... Starting materials: O=C([O-])[O-], ClC(Cl)Cl, [K+], [K+], [K+], [N-]=[N+]=[N-], [Na+], COC(=O)c1cccc2c1C(=O)CCC2, [OH-], O, O=S(=O)(O)O. The product is COC(=O)c1cccc2c1NC(=O)CCC2. RXN SMILES: [C:25](=[O:26])([O-:27])[O-:28].[CH:33]([Cl:34])([Cl:35])[Cl:36].[K+:29].[K+:30].[K+:32].[N-:22]=[N+:23]=[N-:24].[Na+:21].[O:6]=[C:7]1[CH2:8][CH2:9][CH2:10][c:11]2[cH:12][cH:13][cH:14][c:15]([C:17](=[O:18])[O:19][CH3:20])[c:16]21.[OH-:31].[OH2:37].[S:1](=[O:2])(=[O:3])([OH:4])[OH:5]>>[O:6]=[C:7]1[CH2:8][CH2:9][CH2:10][c:11]2[cH:12][cH:13][cH:14][c:15]([C:17](=[O:18])[O:19][CH3:20])[c:16]2[NH:22]1.